Dataset: the Open Reaction Database (ORD), a public repository of structured organic reaction records. Task: describe an organic reaction: reactants, conditions, products, and yield The reactants are CC(C)(C)OC(=O)N1CCC(COS(C)(=O)=O)CC1, CN(C)C(=N)N(C)C, CN(C)C=O, O=C1COC(=O)N1, C1CCOC1. Yields the product CC(C)(C)OC(=O)N1CCC(CN2C(=O)COC2=O)CC1. Reaction SMILES: [CH3:1][S:2]([O:3][CH2:6][CH:7]1[CH2:8][CH2:9][N:10]([C:13](=[O:14])[O:15][C:16]([CH3:17])([CH3:18])[CH3:19])[CH2:11][CH2:12]1)(=[O:4])=[O:5].[CH3:27][N:28]([CH3:29])[C:30]([N:31]([CH3:32])[CH3:33])=[NH:34].[CH3:40][N:41]([CH3:42])[CH:43]=[O:44].[O:20]1[C:21](=[O:26])[NH:22][C:23](=[O:25])[CH2:24]1.[O:35]1[CH2:36][CH2:37][CH2:38][CH2:39]1>>[CH2:6]([CH:7]1[CH2:8][CH2:9][N:10]([C:13](=[O:14])[O:15][C:16]([CH3:17])([CH3:18])[CH3:19])[CH2:11][CH2:12]1)[N:22]1[C:21](=[O:26])[O:20][CH2:24][C:23]1=[O:25]. Reactants: C(=O)([O-])[O-].[K+].[K+] (K2CO3), OC1=CC=C(C=C1)C(=O)C1=CC=C(C=C1)CC(=O)OC (Methyl {4-[(4-hydroxyphenyl)carbonyl]phenyl}acetate), CC1(CC(CC(C1)(C)C)=O)C (3,3,5,5-tetramethyl cyclohexanone). The reagents and catalysts are [Zn] (zinc), Cl[Ti](Cl)(Cl)Cl (TiCl4). The solvent is C1CCOC1 (THF), C1CCOC1 (THF), hexanes. Reaction conditions: time 1.5 hour. The product is OC1=CC=C(C=C1)C(C1=CC=C(C=C1)CC(=O)OC)=C1CC(CC(C1)(C)C)(C)C (Methyl {4-[(4-hydroxyphenyl)(3,3,5,5-tetramethylcyclohexylidene)methyl]phenyl}acetate). Isolated yield 72.1%. Reaction SMILES: [OH:1][C:2]1[CH:7]=[CH:6][C:5]([C:8]([C:10]2[CH:15]=[CH:14][C:13]([CH2:16][C:17]([O:19][CH3:20])=[O:18])=[CH:12][CH:11]=2)=O)=[CH:4][CH:3]=1.[CH3:21][C:22]1([CH3:31])[CH2:27][C:26]([CH3:29])([CH3:28])[CH2:25][C:24](=O)[CH2:23]1.C([O-])([O-])=O.[K+].[K+]>C1COCC1.[Zn].Cl[Ti](Cl)(Cl)Cl>[OH:1][C:2]1[CH:7]=[CH:6][C:5]([C:8](=[C:24]2[CH2:25][C:26]([CH3:29])([CH3:28])[CH2:27][C:22]([CH3:31])([CH3:21])[CH2:23]2)[C:10]2[CH:15]=[CH:14][C:13]([CH2:16][C:17]([O:19][CH3:20])=[O:18])=[CH:12][CH:11]=2)=[CH:4][CH:3]=1 |f:2.3.4|. Procedure: To a stirred suspension of zinc powder (1.67 g, 25.45 mmol) in THF (60 mL) was slowly added TiCl4 (1.40 mL, 12.72 mmol) via syringe at room temperature under a nitrogen atmosphere. The mixture was heated at reflux for 2 h. A solution of methyl {4-[(4-hydroxyphenyl)carbonyl]phenyl}acetate (152) (0.86 g, 3.18 mmol) and 3,3,5,5-tetramethyl cyclohexanone (1.50 g, 9.55 mmol) in THF (20 mL) was added to the mixture. The reaction mixture was heated at reflux with stirring under a nitrogen atmosphere fo... The reactants are ClC1=C(C=NC2=CC=C(C=C12)N(C)C)C#N (4-chloro-6-dimethylaminoquinoline-3-carbonitrile), BrC=1C=C(N)C=CC1 (3-bromoaniline), crude product. Solvent: CCOC(=O)C (EtOAc). Yields the product Cl.BrC=1C=C(C=CC1)NC1=C(C=NC2=CC=C(C=C12)N(C)C)C#N (4-(3-Bromophenylamino)-6-dimethylaminoquinoline-3-carbonitrile Hydrochloride). RXN SMILES: [Cl:1][C:2]1[C:11]2[C:6](=[CH:7][CH:8]=[C:9]([N:12]([CH3:14])[CH3:13])[CH:10]=2)[N:5]=[CH:4][C:3]=1[C:15]#[N:16].[Br:17][C:18]1[CH:19]=[C:20]([CH:22]=[CH:23][CH:24]=1)[NH2:21]>CCOC(C)=O>[ClH:1].[Br:17][C:18]1[CH:19]=[C:20]([NH:21][C:2]2[C:11]3[C:6](=[CH:7][CH:8]=[C:9]([N:12]([CH3:14])[CH3:13])[CH:10]=3)[N:5]=[CH:4][C:3]=2[C:15]#[N:16])[CH:22]=[CH:23][CH:24]=1 |f:3.4|. Procedure: Prepared from 0.400 g of 4-chloro-6-dimethylaminoquinoline-3-carbonitrile and 3-bromoaniline in the same manner as Example 377. The crude product was boiled twice with EtOAc and dried in vacuo (50° C.). The yield of 4(3-bromophenylamino)-6-dimethylaminoquinoline-3-carbonitrile hydrochloride was 0.621 g as a brown powder: mass spectrum (electrospray, m/e) M+H 366, 368.9. The reactants are CC1(CC1)C(=O)O (1-methyl-cyclopropane-1-carboxylic acid), NNC(=S)N (thiosemicarbazide), P(=O)(Cl)(Cl)Cl (phosphorus oxychloride). The product is CC1(CC1)C1=NN=C(S1)N (5-(1-methylcyclopropyl)-1,3,4-thiadiazol-2-amine). Reaction SMILES: [CH3:1][C:2]1([C:5](O)=O)[CH2:4][CH2:3]1.[NH2:8][NH:9][C:10]([NH2:12])=[S:11].P(Cl)(Cl)(Cl)=O>>[CH3:1][C:2]1([C:5]2[S:11][C:10]([NH2:12])=[N:9][N:8]=2)[CH2:4][CH2:3]1. Procedure: Commercially available, 1-methyl-cyclopropane-1-carboxylic acid (Aldrich), thiosemicarbazide (Aldrich) and phosphorus oxychloride (Aldrich) were processed as described for Example 1A to obtain the title compound. 1H NMR (300 MHz, DMSO-d6) δ ppm 0.84-0.93 (m, 2H), 0.93-1.03 (m, 2H), 1.41 (s, 3H), 6.94 (s, 2H); MS (ESI+) m/z 156 (M+H)+. Reactants: CCCCCC, CO, ClC(Cl)Cl, NCc1c(F)cccc1Cl, Nc1ncnc2nsnc12, O. Yields the product Fc1cccc(Cl)c1CNc1ncnc2nsnc12. Reaction SMILES: [CH3:22][CH2:23][CH2:24][CH2:25][CH2:26][CH3:27].[CH3:28][OH:29].[CH:30]([Cl:31])([Cl:32])[Cl:33].[Cl:11][c:12]1[c:13]([CH2:14][NH2:15])[c:16]([F:20])[cH:17][cH:18][cH:19]1.[NH2:1][c:2]1[c:3]2[c:4]([n:5][cH:6][n:7]1)[n:8][s:9][n:10]2.[OH2:21]>>[NH:1]([c:2]1[c:3]2[c:4]([n:5][cH:6][n:7]1)[n:8][s:9][n:10]2)[CH2:14][c:13]1[c:12]([Cl:11])[cH:19][cH:18][cH:17][c:16]1[F:20]. The reactants are COC(=O)c1ccc2c(C3CCCCC3)c(Br)[nH]c2c1, BrCCOC1CCCCO1, CN(C)C=O, [H-], [Na+], O. Product: COC(=O)c1ccc2c(C3CCCCC3)c(Br)n(CCOC3CCCCO3)c2c1. RXN SMILES: [Br:1][c:2]1[nH:3][c:4]2[cH:5][c:6]([C:17](=[O:18])[O:19][CH3:20])[cH:7][cH:8][c:9]2[c:10]1[CH:11]1[CH2:12][CH2:13][CH2:14][CH2:15][CH2:16]1.[Br:23][CH2:24][CH2:25][O:26][CH:27]1[O:28][CH2:29][CH2:30][CH2:31][CH2:32]1.[CH3:34][N:35]([CH3:36])[CH:37]=[O:38].[H-:21].[Na+:22].[OH2:33]>>[Br:1][c:2]1[n:3]([CH2:24][CH2:25][O:26][CH:27]2[O:28][CH2:29][CH2:30][CH2:31][CH2:32]2)[c:4]2[cH:5][c:6]([C:17](=[O:18])[O:19][CH3:20])[cH:7][cH:8][c:9]2[c:10]1[CH:11]1[CH2:12][CH2:13][CH2:14][CH2:15][CH2:16]1.